Dataset: the Open Reaction Database (ORD), a public repository of structured organic reaction records. Task: describe an organic reaction: reactants, conditions, products, and yield Starting materials: C(#N)C1=NC(=C(C2=CC=C(C=C12)OC1=CC=CC=C1)O)C(=O)OC (Methyl 1-cyano-4-hydroxy-7-phenoxyisoquinoline-3-carboxylate), NC[C@H](CC(=O)O)O ((S)-4-amino-3-hydroxybutanoic acid), C[O-].[Na+] (sodium methoxide). The solvent is COCCO (2-methoxyethanol). Yields the product C(#N)C1=NC(=C(C2=CC=C(C=C12)OC1=CC=CC=C1)O)C(=O)NC[C@H](CC(=O)O)O ((S)-4-(1-Cyano-4-hydroxy-7-phenoxyisoquinoline-3-carboxamido)-3-hydroxybutanoic acid). Reaction SMILES: [C:1]([C:3]1[C:12]2[C:7](=[CH:8][CH:9]=[C:10]([O:13][C:14]3[CH:19]=[CH:18][CH:17]=[CH:16][CH:15]=3)[CH:11]=2)[C:6]([OH:20])=[C:5]([C:21](OC)=[O:22])[N:4]=1)#[N:2].[NH2:25][CH2:26][C@@H:27]([OH:32])[CH2:28][C:29]([OH:31])=[O:30].C[O-].[Na+]>COCCO>[C:1]([C:3]1[C:12]2[C:7](=[CH:8][CH:9]=[C:10]([O:13][C:14]3[CH:19]=[CH:18][CH:17]=[CH:16][CH:15]=3)[CH:11]=2)[C:6]([OH:20])=[C:5]([C:21]([NH:25][CH2:26][C@@H:27]([OH:32])[CH2:28][C:29]([OH:31])=[O:30])=[O:22])[N:4]=1)#[N:2] |f:2.3|. Reported procedure: Methyl 1-cyano-4-hydroxy-7-phenoxyisoquinoline-3-carboxylate (30 mg, 0.09 mmol), (S)-4-amino-3-hydroxybutanoic acid (67 mg, 0.56 mmol, Sigma-Aldrich) and sodium methoxide (28 mg, 0.53 mmol) were suspended in 2-methoxyethanol (3 mL). The resulting mixture was heated to reflux for 3 hours and then cooled to room temperature. The solvent was removed in vacuo and the residue was dissolved in H2O (15 mL) and EtOAc (15 mL). To the stirred mixture was added 1 N hydrochloric acid until pH was 1. The lay... Reactants: CCCCn1c(C)c(C)cc(OC)c1=O, CCOCC, [Cl-], c1cc[nH+]cc1. Yields the product CCCCn1c(C)c(C)cc(O)c1=O. RXN SMILES: [CH2:8]([CH2:9][CH2:10][CH3:11])[n:12]1[c:13](=[O:22])[c:14]([O:20][CH3:21])[cH:15][c:16]([CH3:19])[c:17]1[CH3:18].[CH3:23][CH2:24][O:25][CH2:26][CH3:27].[Cl-:1].[nH+:2]1[cH:3][cH:4][cH:5][cH:6][cH:7]1>>[CH2:8]([CH2:9][CH2:10][CH3:11])[n:12]1[c:13](=[O:22])[c:14]([OH:20])[cH:15][c:16]([CH3:19])[c:17]1[CH3:18]. Starting materials: NC1=CC(CC(C1)(C)C)=O (3-amino-5,5-dimethyl-2-cyclohexen-1-one), COC(C1=CC(=CC=C1)OC1=NC=CN=C1)OC (3-(2-pyrazinyloxy)-benzaldehyde dimethyl acetal). The product is CC1(CC(C=2C(C=3C(CC(CC3NC2C1)(C)C)=O)C1=CC(=CC=C1)OC1=NC=CN=C1)=O)C (3,4,6,7,9,10-hexahydro-3,3,6,6-tetramethyl-9-[3-(2-pyrazinyloxy)phenyl]-1,8-(2H,5H)-acridinedione). RXN SMILES: [NH2:1][C:2]1[CH2:7][C:6]([CH3:9])([CH3:8])[CH2:5][C:4](=[O:10])[CH:3]=1.CO[CH:13](OC)[C:14]1[CH:19]=[CH:18][CH:17]=[C:16]([O:20][C:21]2[CH:26]=[N:25][CH:24]=[CH:23][N:22]=2)[CH:15]=1>>[CH3:8][C:6]1([CH3:9])[CH2:7][C:2]2[NH:1][C:2]3[CH2:7][C:6]([CH3:9])([CH3:8])[CH2:5][C:4](=[O:10])[C:3]=3[CH:13]([C:14]3[CH:19]=[CH:18][CH:17]=[C:16]([O:20][C:21]4[CH:26]=[N:25][CH:24]=[CH:23][N:22]=4)[CH:15]=3)[C:3]=2[C:4](=[O:10])[CH2:5]1. Procedure details: Reaction of 3-amino-5,5-dimethyl-2-cyclohexen-1-one with 3-(2-pyrazinyloxy)-benzaldehyde dimethyl acetal in an analogous manner to that described in Example 1 gave 3,4,6,7,9,10-hexahydro-3,3,6,6-tetramethyl-9-[3-(2-pyrazinyloxy)phenyl]-1,8-(2H,5H)-acridinedione. Crystallization from dimethylformamide/water gave a pale brown crystalline solid of melting point 204-207° C. The reactants are C(C1=CC=CC=C1)O (benzyl alcohol), N1=CC=CC=C1 (pyridine), C(C(=O)Cl)(=O)Cl (oxalyl chloride), CC1C(C1)C(=O)O (2-methylcyclopropanecarboxylic acid), C(C(=O)Cl)(=O)Cl (oxalyl chloride), CN(C)C=O (DMF). Solvent: ClCCl (dichloromethane), C1CCOC1 (THF), C1(=CC=CC=C1)C (toluene), ClCCl (dichloromethane). Reaction conditions: time 2 hour. Product: C(C(=O)Cl)(=O)Cl (oxalyl chloride), C[C@H]1[C@@H](C1)C(=O)OCC1=CC=CC=C1 (racemic benzyl trans-2-methyl-cyclopropanecarboxylate), liquid. The yield is 93.0%. As a reaction SMILES: [C:1]([Cl:6])(=[O:5])[C:2]([Cl:4])=[O:3].[CH3:7][CH:8]1[CH2:10][CH:9]1[C:11]([OH:13])=[O:12].CN(C=O)C.[CH2:19](O)[C:20]1[CH:25]=[CH:24][CH:23]=[CH:22][CH:21]=1.N1C=CC=CC=1>ClCCl.C1(C)C=CC=CC=1.C1COCC1>[C:1]([Cl:6])(=[O:5])[C:2]([Cl:4])=[O:3].[CH3:7][C@@H:8]1[CH2:10][C@H:9]1[C:11]([O:13][CH2:19][C:20]1[CH:25]=[CH:24][CH:23]=[CH:22][CH:21]=1)=[O:12]. Reported procedure: A 2.0 M oxalyl chloride in dichloromethane solution is prepared by adding with stirring 98% oxalyl chloride (110.0 mL) to anhydrous dichloromethane (600.0 mL). The resulting solution of oxalyl chloride (1.20 mol) is added dropwise over 1 h to a stirring solution of 2-methylcyclopropanecarboxylic acid (commercially available product which is a cis-trans mixture, 120.0 g, 1.20 mol) in toluene (800.0 mL) containing DMF (0.6 mL, 7.8 mmol). The mixture is stirred 2 h at room temperature; then it is a... Reactants: OC=1C=C2CC(N(CC2=CC1)C(=O)OC(C)(C)C)C(N[C@@H]1CCCC2=CC=CC=C12)=O (tert-butyl 6-hydroxy-3-(((R)-1,2,3,4-tetrahydronaphthalen-1-yl)carbamoyl)-3,4-dihydroisoquinoline-2(1H)-carboxylate), C(=O)(C(F)(F)F)O (TFA). Solvent: C(Cl)Cl (CH2Cl2). Reaction conditions: time 2 hour. Product: OC=1C=C2CC(NCC2=CC1)C(=O)N[C@@H]1CCCC2=CC=CC=C12 (6-Hydroxy-N—((R)-1,2,3,4-tetrahydronaphthalen-1-yl)-1,2,3,4-tetrahydroisoquinoline-3-carboxamide). Yield: 50.9%. RXN SMILES: [OH:1][C:2]1[CH:3]=[C:4]2[C:9](=[CH:10][CH:11]=1)[CH2:8][N:7](C(OC(C)(C)C)=O)[CH:6]([C:19](=[O:31])[NH:20][C@H:21]1[C:30]3[C:25](=[CH:26][CH:27]=[CH:28][CH:29]=3)[CH2:24][CH2:23][CH2:22]1)[CH2:5]2.C(O)(C(F)(F)F)=O>C(Cl)Cl>[OH:1][C:2]1[CH:3]=[C:4]2[C:9](=[CH:10][CH:11]=1)[CH2:8][NH:7][CH:6]([C:19]([NH:20][C@H:21]1[C:30]3[C:25](=[CH:26][CH:27]=[CH:28][CH:29]=3)[CH2:24][CH2:23][CH2:22]1)=[O:31])[CH2:5]2. Procedure: To a solution of tert-butyl 6-hydroxy-3-(((R)-1,2,3,4-tetrahydronaphthalen-1-yl)carbamoyl)-3,4-dihydroisoquinoline-2(1H)-carboxylate (875 mg, 2.07 mmol) in CH2Cl2 (10.4 mL) was added TFA (2.4 mL, 31.1 mmol). The resulting solution was stirred at room temperature for 2 h and then quenched with sat. NaHCO3. The aqueous layer was extracted with CH2Cl2 (3×). The combined organic extracts were dried over Na2SO4, filtered and concentrated in vacuo to give the title compound (340 mg, 51%) as pale yello... Starting materials: BrC=1C=C(C(=NC1)F)B(O)O (5-bromo-2-fluoro-3-pyridineboronic acid), C(C)(=O)O (acetic acid), C(C)(=O)OCC (ethyl acetate), OO (hydrogen peroxide). Solvent: C(C)O (ethanol). Conditions: temperature 35 celsius, time 3 hour. Yields the product BrC=1C=C(C(=NC1)F)O (5-bromo-2-fluoro-3-pyridinol). The yield is 62.0%. As a reaction SMILES: [Br:1][C:2]1[CH:3]=[C:4](B(O)O)[C:5]([F:8])=[N:6][CH:7]=1.C(O)(=[O:14])C.C(OCC)(=O)C.OO>C(O)C>[Br:1][C:2]1[CH:3]=[C:4]([OH:14])[C:5]([F:8])=[N:6][CH:7]=1. Procedure details: A solution of 1.36 g (6.18 mM) of 5-bromo-2-fluoro-3-pyridineboronic acid in a mixture of 9.5 ml of ethanol, 2.3 ml of acetic acid and 1.3 ml of ethyl acetate is prepared. 2.2 ml of 30% hydrogen peroxide are added to the solution. The reaction mixture is stirred at a temperature of 35° C. for 3 hours and then cooled and extracted with ethyl ether. The organic phases are washed with a solution of ferrous ammonium sulfate, dried over magnesium sulfate, filtered and concentrated under reduced press... Starting materials: CC(C)(C)[O-].[K+] (potassium tert-butylate), C(C)OP(OCC)(=O)CC=1N=CN(C1)C(C1=CC=CC=C1)(C1=CC=CC=C1)C1=CC=CC=C1 ((1-trityl-1H-imidazol-4-ylmethyl)-phosphonic acid diethyl ester), C(C(C)C)(=O)C1=CC=CC=C1 (isobutyrophenone). The solvent is C1CCOC1 (THF). Run at time 15 minute. The product is CC(C(=CC=1N=CN(C1)C(C1=CC=CC=C1)(C1=CC=CC=C1)C1=CC=CC=C1)C1=CC=CC=C1)C (4-(3-methyl-2-phenyl-but-1-enyl)-1-trityl-1H-imidazole). As a reaction SMILES: C(OP([CH2:9][C:10]1[N:11]=[CH:12][N:13]([C:15]([C:28]2[CH:33]=[CH:32][CH:31]=[CH:30][CH:29]=2)([C:22]2[CH:27]=[CH:26][CH:25]=[CH:24][CH:23]=2)[C:16]2[CH:21]=[CH:20][CH:19]=[CH:18][CH:17]=2)[CH:14]=1)(=O)OCC)C.CC([O-])(C)C.[K+].[C:40]([C:45]1[CH:50]=[CH:49][CH:48]=[CH:47][CH:46]=1)(=O)[CH:41]([CH3:43])[CH3:42]>C1COCC1>[CH3:42][CH:41]([CH3:43])[C:40]([C:45]1[CH:50]=[CH:49][CH:48]=[CH:47][CH:46]=1)=[CH:9][C:10]1[N:11]=[CH:12][N:13]([C:15]([C:22]2[CH:23]=[CH:24][CH:25]=[CH:26][CH:27]=2)([C:16]2[CH:17]=[CH:18][CH:19]=[CH:20][CH:21]=2)[C:28]2[CH:33]=[CH:32][CH:31]=[CH:30][CH:29]=2)[CH:14]=1 |f:1.2|. Procedure details: To a stirred suspension of (1-trityl-1H-imidazol-4-ylmethyl)-phosphonic acid diethyl ester (921 mg; CAS 473659-21-1) at r.t. in THF (20 ml) under an argon atmosphere was added potassium tert-butylate (241 mg). The mixture was then stirred at r.t. for 15 minutes, and isobutyrophenone (0.25 ml) was added in one portion. The mixture (clear brown orange solution) was heated to 80° C. for 21 hours. The reaction mixture was filtered and the cake was washed with EtOAc. The filtrate was concentrated. Th...